This data is from the Open Reaction Database (ORD), a public repository of structured organic reaction records. The task is: describe an organic reaction: reactants, conditions, products, and yield The reactants are O.[OH-].[Li+] (lithium hydroxide monohydrate), CNC (dimethylamine), C1CCOC1 (THF), BrCC1=CC(=NC(=N1)C(F)(F)F)C(=O)OCC (ethyl 6-(bromomethyl)-2-(trifluoromethyl)pyrimidine-4-carboxylate). Solvent: C(Cl)Cl (methylene chloride). Run at time 2 hour. Product: CN(C)CC1=CC(=NC(=N1)C(F)(F)F)C(=O)O (6-[(dimethylamino)methyl]-2-(trifluoromethyl)pyrimidine-4-carboxylic acid). RXN SMILES: [CH3:1][NH:2][CH3:3].C1COCC1.Br[CH2:10][C:11]1[N:16]=[C:15]([C:17]([F:20])([F:19])[F:18])[N:14]=[C:13]([C:21]([O:23]CC)=[O:22])[CH:12]=1.O.[OH-].[Li+]>C(Cl)Cl>[CH3:1][N:2]([CH2:10][C:11]1[N:16]=[C:15]([C:17]([F:20])([F:18])[F:19])[N:14]=[C:13]([C:21]([OH:23])=[O:22])[CH:12]=1)[CH3:3] |f:3.4.5|. Procedure details: To a solution of 2.0 M dimethylamine in THF (5.27 mL, 10.5 mmol) was added a solution of ethyl 6-(bromomethyl)-2-(trifluoromethyl)pyrimidine-4-carboxylate (0.33 g, 1.0 mmol, from Step A) in methylene chloride (5.0 mL). The reaction was stirred at room temperature for 2 hours, then concentrated. The residue was dissolved in tetrahydrofuran (20 mL), water (6 mL) was added, followed by lithium hydroxide monohydrate (0.4 g, 10 mmol). The mixture was stirred for one hour, then was rotovapped to remov... Reactants: C(#N)C(=C(C)OCCCCC)CCC(=C)C1=CC=C(C=C1)Cl (3-cyano-2-pentoxy-6-(4-chlorophenyl)-2,6-heptadiene), C(#N)C(=C(C)OCCCCC)CC=C(C)C1=CC=C(C=C1)Cl (3-cyano-2-pentoxy-6-(4-chlorophenyl)-2,5-heptadiene), Cl.C(C)NC(=N)N (1-ethylguanidine hydrochloride), mixture, C[O-].[Na+] (sodium methoxide). The solvent is CN(C(C)=O)C (N,N-dimethylacetamide), C(C)O (ethanol). Yields the product C(C)NC1=NC(=C(C(=N1)N)C=CC(C)C1=CC=C(C=C1)Cl)C (2-ethylamino-4-amino-6-methyl-5-[3-(4-chlorophenyl)-1-butenyl]pyrimidine), C(C)NC1=NC(=C(C(=N1)N)CC=C(C)C1=CC=C(C=C1)Cl)C (2-ethylamino-4-amino-6-methyl-5-[3-(4-chlorophenyl)-2-butenyl]pyrimidine). RXN SMILES: Cl.[CH2:2]([NH:4][C:5]([NH2:7])=[NH:6])[CH3:3].[C:8]([C:10]([CH2:19][CH:20]=[C:21]([C:23]1[CH:28]=[CH:27][C:26]([Cl:29])=[CH:25][CH:24]=1)[CH3:22])=[C:11](OCCCCC)[CH3:12])#[N:9].[C:30]([C:32]([CH2:41][CH2:42][C:43]([C:45]1[CH:50]=[CH:49][C:48]([Cl:51])=[CH:47][CH:46]=1)=[CH2:44])=[C:33](OCCCCC)[CH3:34])#[N:31].C[O-].[Na+]>C(O)C.CN(C)C(=O)C>[CH2:2]([NH:4][C:5]1[N:7]=[C:8]([NH2:9])[C:10]([CH:19]=[CH:20][CH:21]([C:23]2[CH:28]=[CH:27][C:26]([Cl:29])=[CH:25][CH:24]=2)[CH3:22])=[C:11]([CH3:12])[N:6]=1)[CH3:3].[CH2:2]([NH:4][C:5]1[N:7]=[C:30]([NH2:31])[C:32]([CH2:41][CH:42]=[C:43]([C:45]2[CH:46]=[CH:47][C:48]([Cl:51])=[CH:49][CH:50]=2)[CH3:44])=[C:33]([CH3:34])[N:6]=1)[CH3:3] |f:0.1,4.5|. Procedure details: These compounds are prepared in a manner analogous to that of Step E of Example 1, using 4.8 grams (0.039 mole) of 1-ethylguanidine hydrochloride, 3.6 grams (0.011 mole) of a mixture of 3-cyano-2-pentoxy-6-(4-chlorophenyl)-2,5-heptadiene and 3-cyano-2-pentoxy-6-(4-chlorophenyl)-2,6-heptadiene (prepared in Steps A-D of Example 1), 2.3 grams (0.039 mole) of sodium methoxide, 20 mL of N,N-dimethylacetamide, and 40 mL of ethanol. The crude reaction product is subjected to column chromatography, yiel... Starting materials: CC(C)(C)OCCOc1ccc(C(NC(=O)OC(C)(C)C)C(=O)NC(Cc2ccccc2)c2nc3cc(I)ccc3[nH]2)cc1, CC#N, Cl, C1COCCO1, C1COCCO1. Yields the product CC(C)(C)OCCOc1ccc(C(N)C(=O)NC(Cc2ccccc2)c2nc3cc(I)ccc3[nH]2)cc1. Reaction SMILES: [C:1]([O:2][C:3](=[O:4])[NH:7][CH:8]([C:9]([NH:10][CH:11]([CH2:12][c:13]1[cH:14][cH:15][cH:16][cH:17][cH:18]1)[c:19]1[n:20][c:21]2[c:22]([nH:23]1)[cH:24][cH:25][c:26]([I:28])[cH:27]2)=[O:29])[c:30]1[cH:31][cH:32][c:33]([O:36][CH2:37][CH2:38][O:39][C:40]([CH3:41])([CH3:42])[CH3:43])[cH:34][cH:35]1)([CH3:5])([CH3:6])[CH3:44].[C:58](#[N:59])[CH3:60].[ClH:45].[O:46]1[CH2:47][CH2:48][O:49][CH2:50][CH2:51]1.[O:52]1[CH2:53][CH2:54][O:55][CH2:56][CH2:57]1>>[NH2:7][CH:8]([C:9]([NH:10][CH:11]([CH2:12][c:13]1[cH:14][cH:15][cH:16][cH:17][cH:18]1)[c:19]1[n:20][c:21]2[c:22]([nH:23]1)[cH:24][cH:25][c:26]([I:28])[cH:27]2)=[O:29])[c:30]1[cH:31][cH:32][c:33]([O:36][CH2:37][CH2:38][O:39][C:40]([CH3:41])([CH3:42])[CH3:43])[cH:34][cH:35]1. The reactants are CC1OC2=C(NC1=O)C=C(C=C2)C=C[N+](=O)[O-] (2-methyl-3-oxo-6-(2-nitro-ethenyl)-3,4-dihydro-2H-1,4-benzoxazine), S(O)(O)(=O)=O (sulfuric acid). The reagents and catalysts are [Pt](=O)=O (platinum dioxide). Solvent: C(C)(=O)O (acetic acid). Product: CC1OC2=C(NC1=O)C=C(C=C2)CCN (2-Methyl-3-oxo-6-(2-amino-ethyl)-3,4-dihydro-2H-1,4-benzoxazine). The yield is 52.7%. As a reaction SMILES: [CH3:1][CH:2]1[C:7](=[O:8])[NH:6][C:5]2[CH:9]=[C:10]([CH:13]=[CH:14][N+:15]([O-])=O)[CH:11]=[CH:12][C:4]=2[O:3]1.S(=O)(=O)(O)O>[Pt](=O)=O.C(O)(=O)C>[CH3:1][CH:2]1[C:7](=[O:8])[NH:6][C:5]2[CH:9]=[C:10]([CH2:13][CH2:14][NH2:15])[CH:11]=[CH:12][C:4]=2[O:3]1. Procedure details: 2 g (8.5 mmol) of 2-methyl-3-oxo-6-(2-nitro-ethenyl)-3,4-dihydro-2H-1,4-benzoxazine is mixed with 80 ml of acetic acid and 1.6 ml of concentrated sulfuric acid and, after 200 mg of platinum dioxide is added, it is reduced in an autoclave. The catalyst is then suctioned off, and the batch is spun in until a dry state is reached. The remaining residue is chromatographed on silica gel (mobile solvent: isopropanol/ammonia). 923.5 mg (52.4%) of the described compound is obtained.